This data is from the Open Reaction Database (ORD), a public repository of structured organic reaction records. The task is: describe an organic reaction: reactants, conditions, products, and yield Starting materials: C(C)OC(=O)NC1=C(C(=O)NCCCCN2CCC(=CC2)C2=CC=CC=C2)C=CC(=C1)S(N)(=O)=O (2-ethoxycarbonylamino-4-sulfamoyl-N-[4-(4-phenyl-1,2,3,6-tetrahydropyridin-1-yl)butyl]benzamide), [OH-].[K+] (potassium hydroxide). The solvent is C(C)O (ethanol). Product: C1(=CC=CC=C1)C=1CCN(CC1)CCCCN1C(NC2=CC(=CC=C2C1=O)S(N)(=O)=O)=O (3-[4-(4-phenyl-1,2,3,6-tetrahydropyridin-1-yl)butyl]-7-sulfamoyl-1,2,3,4-tetrahydroquinazoline-2,4-dione). As a reaction SMILES: C(O[C:4]([NH:6][C:7]1[CH:31]=[C:30]([S:32](=[O:35])(=[O:34])[NH2:33])[CH:29]=[CH:28][C:8]=1[C:9]([NH:11][CH2:12][CH2:13][CH2:14][CH2:15][N:16]1[CH2:21][CH:20]=[C:19]([C:22]2[CH:27]=[CH:26][CH:25]=[CH:24][CH:23]=2)[CH2:18][CH2:17]1)=[O:10])=[O:5])C.[OH-].[K+]>C(O)C>[C:22]1([C:19]2[CH2:18][CH2:17][N:16]([CH2:15][CH2:14][CH2:13][CH2:12][N:11]3[C:9](=[O:10])[C:8]4[C:7](=[CH:31][C:30]([S:32](=[O:34])(=[O:35])[NH2:33])=[CH:29][CH:28]=4)[NH:6][C:4]3=[O:5])[CH2:21][CH:20]=2)[CH:23]=[CH:24][CH:25]=[CH:26][CH:27]=1 |f:1.2|. Reported procedure: A mixture of 2-ethoxycarbonylamino-4-sulfamoyl-N-[4-(4-phenyl-1,2,3,6-tetrahydropyridin-1-yl)butyl]benzamide (0.16 g), potassium hydroxide (54 mg) and ethanol (10 ml) was stirred under reflux for 4 hours. After evaporation of the solvent, a small amount of water was added and the solution was neutralized with 1N hydrochloric acid. The precipitated materials were collected, triturated with ethanol and recrystallized from ethanol to give crystals of 3-[4-(4-phenyl-1,2,3,6-tetrahydropyridin-1-yl)bu... The reactants are O=P(Cl)(Cl)Cl (POCl3), IC1=C2CCN3C(C2=CC=C1)=CC(NCC3=O)=O (9-iodo-3,4,7,8-tetrahydro-[1,4]diazepino[7,1-a]isoquinoline-2,5-dione), C(C)C=1N=CNC1 (4-ethyl-1H-imidazole). Solvent: ClCCCl (DCE), ClCCCl (DCE). Reaction conditions: temperature 100 celsius. Yields the product C(C)C=1N=CN(C1)C1=NCC(N2C(C3=CC=CC(=C3CC2)I)=C1)=O (2-(4-ethyl-1H-imidazol-1-yl)-9-iodo-7,8-dihydro-[1,4]diazepino[7,1-a]isoquinolin-5(4H)-one). Isolated yield 97.6%. RXN SMILES: [I:1][C:2]1[CH:11]=[CH:10][CH:9]=[C:8]2[C:3]=1[CH2:4][CH2:5][N:6]1[C:16](=[O:17])[CH2:15][NH:14][C:13](=O)[CH:12]=[C:7]12.O=P(Cl)(Cl)Cl.[CH2:24]([C:26]1[N:27]=[CH:28][NH:29][CH:30]=1)[CH3:25]>ClCCCl>[CH2:24]([C:26]1[N:27]=[CH:28][N:29]([C:13]2[CH:12]=[C:7]3[C:8]4[C:3]([CH2:4][CH2:5][N:6]3[C:16](=[O:17])[CH2:15][N:14]=2)=[C:2]([I:1])[CH:11]=[CH:10][CH:9]=4)[CH:30]=1)[CH3:25]. Procedure details: 111-1. A mixture of 9-iodo-3,4,7,8-tetrahydro-[1,4]diazepino[7,1-a]isoquinoline-2,5-dione (440 mg, 1.24 mmol) in dry DCE (10 mL) was treated with POCl3 (0.23 mL, 2.49 mmol) and heated to 100° C. for 1 h. The mixture was allowed to cool to RT and then poured onto H2O and extracted with DCM. The combined org. layers were then dried over Na2SO4, filtered and concentrated in vacuo. The residue obtained was taken up in DCE (10 mL) and 4-ethyl-1H-imidazole (597 mg, 6.21 mmol) was added. The mixture wa... The reactants are C(C)O (ethanol), C(C)OCOC1=C(CN2C(C=3C(C2=O)=CC=CC3)=O)C=C3C(=C1)OCO3 (N-(2-Ethoxymethoxy-4,5-methylenedioxybenzyl)phthalimide), NN (hydrazine). Run in ClCCl (dichloromethane). Yields the product C(C)OCOC1=C(CN)C=C2C(=C1)OCO2 (2-ethoxymethoxy-4,5-methylenedioxybenzylamine), liquid. Isolated yield 92.0%. RXN SMILES: [CH2:1]([O:3][CH2:4][O:5][C:6]1[CH:23]=[C:22]2[O:24][CH2:25][O:26][C:21]2=[CH:20][C:7]=1[CH2:8][N:9]1C(=O)C2=CC=CC=C2C1=O)[CH3:2].NN.C(O)C>ClCCl>[CH2:1]([O:3][CH2:4][O:5][C:6]1[CH:23]=[C:22]2[O:24][CH2:25][O:26][C:21]2=[CH:20][C:7]=1[CH2:8][NH2:9])[CH3:2]. Procedure details: N-(2-Ethoxymethoxy-4,5-methylenedioxybenzyl)phthalimide (1.70 g, 4.77 mmol) was treated with 0.5 mL (16 mmol) hydrazine in 90 mL refluxing ethanol for three hr. The reaction mixture was cooled and the phthalhydrazide was removed by filtration and washed three times with ethyl ether. The organic solutions were combined and evaporated to dryness on a rotary evaporator to yield a residue, which was taken up in dichloromethane. The organic solution was washed three times with 10% sodium hydroxide an... Starting materials: CCOC(C)=O, CCCCCC, CCOC(=O)Cc1cccc(Oc2cc(Cl)cc(Cl)c2)c1N, [Na+], [OH-], O. Product: Nc1c(CC(=O)O)cccc1Oc1cc(Cl)cc(Cl)c1. RXN SMILES: [CH3:26][CH2:27][O:28][C:29](=[O:30])[CH3:31].[CH3:32][CH2:33][CH2:34][CH2:35][CH2:36][CH3:37].[NH2:1][c:2]1[c:3]([CH2:17][C:18](=[O:19])[O:20][CH2:21][CH3:22])[cH:4][cH:5][cH:6][c:7]1[O:8][c:9]1[cH:10][c:11]([Cl:16])[cH:12][c:13]([Cl:15])[cH:14]1.[Na+:24].[OH-:23].[OH2:25]>>[NH2:1][c:2]1[c:3]([CH2:17][C:18](=[O:19])[OH:20])[cH:4][cH:5][cH:6][c:7]1[O:8][c:9]1[cH:10][c:11]([Cl:16])[cH:12][c:13]([Cl:15])[cH:14]1. Starting materials: N1=NC=CC=C1 (pyridazine), C1(=CC=CC=C1)CC(=O)O (2-phenylacetic acid), (NH4)2S2O8. Reagents/catalysts: [N+](=O)([O-])[O-].[Ag+] (AgNO3). Run in OS(=O)(=O)O (H2SO4), O (water). Run at temperature 80 celsius. Yields the product C(C1=CC=CC=C1)C1=CN=NC=C1 (4-benzylpyridazine). Yield: 21.4%. As a reaction SMILES: [N:1]1[CH:6]=[CH:5][CH:4]=[CH:3][N:2]=1.[C:7]1([CH2:13]C(O)=O)[CH:12]=[CH:11][CH:10]=[CH:9][CH:8]=1>OS(O)(=O)=O.O.[N+]([O-])([O-])=O.[Ag+]>[CH2:13]([C:5]1[CH:4]=[CH:3][N:2]=[N:1][CH:6]=1)[C:7]1[CH:12]=[CH:11][CH:10]=[CH:9][CH:8]=1 |f:4.5|. Reported procedure: A solution of pyridazine (2.2 g, 27.5 mmol) and 2-phenylacetic acid (18.7 g, 137.5 mmol), AgNO3 (1.4 g, 8.25 mmol) in 2N H2SO4 (27.7 ml) was heated to 60-70° C. under stirring, then, a solution of (NH4)2S2O8 (18.6 g, 82.5 mmol) in 80 ml of water was added within 20 minutes, After heating to 70-90° C. for 1.5 hour, the reaction solution was cooled to room temperature and extracted with DCM (2×100 ml), the combined organic layers were washed with 2NH. SO4 (3×70 ml), then, the combined aqueous laye... The reactants are [Cl-].[NH4+] (ammonium chloride), C(C)S(=O)(=O)C=1N=CN2C1SC=C2 (7-ethanesulfonylimidazo[5,1-b]thiazole), C(CCC)[Sn](CCCC)(CCCC)Cl (Tri-n-butylstannyl chloride), C(CCC)[Li].CCCCCC (n-butyllithium n-hexane). Run in C1CCOC1 (THF). Conditions: time 15 minute. The product is C(C)S(=O)(=O)C=1N=CN2C1SC(=C2)[Sn](CCCC)(CCCC)CCCC (7-Ethanesulfonyl-2-(tri-n-butylstannyl)imidazo[5,1-b]thiazole). As a reaction SMILES: [CH2:1]([S:3]([C:6]1[N:7]=[CH:8][N:9]2[CH:13]=[CH:12][S:11][C:10]=12)(=[O:5])=[O:4])[CH3:2].C([Li])CCC.CCCCCC.[CH2:25]([Sn:29](Cl)([CH2:34][CH2:35][CH2:36][CH3:37])[CH2:30][CH2:31][CH2:32][CH3:33])[CH2:26][CH2:27][CH3:28].[Cl-].[NH4+]>C1COCC1>[CH2:1]([S:3]([C:6]1[N:7]=[CH:8][N:9]2[CH:13]=[C:12]([Sn:29]([CH2:30][CH2:31][CH2:32][CH3:33])([CH2:34][CH2:35][CH2:36][CH3:37])[CH2:25][CH2:26][CH2:27][CH3:28])[S:11][C:10]=12)(=[O:4])=[O:5])[CH3:2] |f:1.2,4.5|. Procedure: A solution of 669 mg of 7-ethanesulfonylimidazo[5,1-b]thiazole in 30 ml of THF was cooled to −40° C. in an argon atmosphere. A 1.6 N n-butyllithium/n-hexane solution (4.3 ml) was added dropwise thereto at the same temperature. The mixture was stirred for 15 min. Tri-n-butylstannyl chloride (0.88 ml) was added thereto, followed by stirring at the same temperature for 10 min. A saturated aqueous ammonium chloride solution was added thereto. The mixture was extracted twice with ethyl acetate. The e...